This data is from the Open Reaction Database (ORD), a public repository of structured organic reaction records. The task is: describe an organic reaction: reactants, conditions, products, and yield The reactants are Cl.FC(C=1C=C(CO[C@@H]2[C@@H](CNCC2)C2=CC=CC=C2)C=C(C1)C(F)(F)F)(F)F (cis-4-[[3,5-Bis(trifluoromethyl)benzyl]oxy]-3-phenylpiperidine hydrochloride), BrCC(=O)N (bromoacetamide). Yields the product FC(C=1C=C(CO[C@@H]2[C@@H](CN(CC2)CC(=O)N)C2=CC=CC=C2)C=C(C1)C(F)(F)F)(F)F ([cis-4-[[3,5-Bis(trifluoromethyl)benzyl]oxy]-3-phenyl-1-piperidinyl]acetamide). Yield: 52.9%. Reaction SMILES: Cl.[F:2][C:3]([F:29])([F:28])[C:4]1[CH:5]=[C:6]([CH:21]=[C:22]([C:24]([F:27])([F:26])[F:25])[CH:23]=1)[CH2:7][O:8][C@H:9]1[CH2:14][CH2:13][NH:12][CH2:11][C@H:10]1[C:15]1[CH:20]=[CH:19][CH:18]=[CH:17][CH:16]=1.Br[CH2:31][C:32]([NH2:34])=[O:33]>>[F:29][C:3]([F:2])([F:28])[C:4]1[CH:5]=[C:6]([CH:21]=[C:22]([C:24]([F:27])([F:25])[F:26])[CH:23]=1)[CH2:7][O:8][C@H:9]1[CH2:14][CH2:13][N:12]([CH2:31][C:32]([NH2:34])=[O:33])[CH2:11][C@H:10]1[C:15]1[CH:16]=[CH:17][CH:18]=[CH:19][CH:20]=1 |f:0.1|. Reported procedure: The compound (0.15 g) obtained in Example 1 and bromoacetamide (0.094 g) were reacted and treated in the same manner as in the method described in Example 7 to obtain the title compound as colorless crystals (0.083 g, 52%). Reactants: C1(=NC=CC2=CC=CC=C12)O[C@H]1CN(CCC1)C(=O)OC(C)(C)C ((R)-tert-butyl 3-(isoquinolin-1-yloxy)piperidine-1-carboxylate), Cl (HCl), C(=O)(O)[O-].[Na+] (NaHCO3). Solvent: CC#N (MeCN), O1CCOCC1 (dioxane). Reaction conditions: time 8 hour. Yields the product N1C[C@@H](CCC1)OC1=NC=CC2=CC=CC=C12 ((R)-1-(piperidin-3-yloxy)isoquinoline). RXN SMILES: [C:1]1([O:11][C@@H:12]2[CH2:17][CH2:16][CH2:15][N:14](C(OC(C)(C)C)=O)[CH2:13]2)[C:10]2[C:5](=[CH:6][CH:7]=[CH:8][CH:9]=2)[CH:4]=[CH:3][N:2]=1.Cl.C([O-])(O)=O.[Na+]>O1CCOCC1.CC#N>[NH:14]1[CH2:15][CH2:16][CH2:17][C@@H:12]([O:11][C:1]2[C:10]3[C:5](=[CH:6][CH:7]=[CH:8][CH:9]=3)[CH:4]=[CH:3][N:2]=2)[CH2:13]1 |f:2.3|. Reported procedure: Compound 53 was treated with 4N HCl in dioxane (40 mL) at RT for 3 h. The mixture was concentrated in vacuo to give a viscous oil which was dissolved in MeCN (200 mL). To the solution was added NaHCO3 powder (2.0 g). The mixture was stirred at RT overnight. The mixture was filtered and the filtrate was concentrated. The residue was subjected to flash column chromatography with 0%-100% EtOAc in DCM and then 0%-9% MeOH in DCM to isolate (R)-1-(piperidin-3-yloxy)isoquinoline (54).